From a dataset of the Open Reaction Database (ORD), a public repository of structured organic reaction records. describe an organic reaction: reactants, conditions, products, and yield The reactants are Brc1ccccn1, O=Cc1cc(B(O)O)ccc1F. The product is O=Cc1cc(-c2ccccn2)ccc1F. Reaction SMILES: [Br:1][c:2]1[n:3][cH:4][cH:5][cH:6][cH:7]1.[F:8][c:9]1[c:10]([CH:18]=[O:19])[cH:11][c:12]([B:15]([OH:16])[OH:17])[cH:13][cH:14]1>>[c:2]1(-[c:12]2[cH:11][c:10]([CH:18]=[O:19])[c:9]([F:8])[cH:14][cH:13]2)[n:3][cH:4][cH:5][cH:6][cH:7]1. Reactants: [Br-].[Br-].[Br-].C1(=CC=CC=C1)[N+](C)(C)C.C1(=CC=CC=C1)[N+](C)(C)C.C1(=CC=CC=C1)[N+](C)(C)C (phenyltrimethylammonium tribromide), C(C)(=O)C=1C2=C(OC1)C=CC=C2 (3-acetylbenzo[b]furan). Run in O1CCCC1 (tetrahydrofuran), O1CCCC1 (tetrahydrofuran). Run at time 1.5 hour. The product is BrCC(=O)C=1C2=C(OC1)C=CC=C2 (3-(2-bromoacetyl)benzo[b]furan). Yield: 27.4%. As a reaction SMILES: [Br-:1].[Br-].[Br-].C1([N+](C)(C)C)C=CC=CC=1.C1([N+](C)(C)C)C=CC=CC=1.C1([N+](C)(C)C)C=CC=CC=1.[C:34]([C:37]1[C:38]2[CH:45]=[CH:44][CH:43]=[CH:42][C:39]=2[O:40][CH:41]=1)(=[O:36])[CH3:35]>O1CCCC1>[Br:1][CH2:35][C:34]([C:37]1[C:38]2[CH:45]=[CH:44][CH:43]=[CH:42][C:39]=2[O:40][CH:41]=1)=[O:36] |f:0.1.2.3.4.5|. Procedure details: A solution of phenyltrimethylammonium tribromide (2.47 g) in tetrahydrofuran (20 ml) was added dropwise at ambient temperature under nitrogen over 5 minutes to a stirred solution of 3-acetylbenzo[b]furan (1 g) in tetrahydrofuran (20 ml), then the mixture was stirred at ambient temperature for a further 1.5 hours, filtered, and the solvent removed in vacuo. The residue was triturated with ether, and the resulting solid was collected by filtration and dried in vacuo at ambient temperature to give ... Reactants: CCOC(C)=O, CC(C)O, Cl, CC(NC(=O)OC(C)(C)C)C(O)c1ccc2c(c1)OCCO2. Yields the product Cl, CC(N)C(O)c1ccc2c(c1)OCCO2. As a reaction SMILES: [CH3:28][CH2:29][O:30][C:31](=[O:32])[CH3:33].[CH3:2][CH:3]([OH:4])[CH3:5].[ClH:1].[O:6]1[c:7]2[c:8]([cH:12][c:13]([CH:16]([CH:17]([CH3:18])[NH:19][C:20](=[O:21])[O:22][C:23]([CH3:24])([CH3:25])[CH3:26])[OH:27])[cH:14][cH:15]2)[O:9][CH2:10][CH2:11]1>>[ClH:1].[O:6]1[c:7]2[c:8]([cH:12][c:13]([CH:16]([CH:17]([CH3:18])[NH2:19])[OH:27])[cH:14][cH:15]2)[O:9][CH2:10][CH2:11]1. Starting materials: C(C)(C)(C)C1=C(C=C(C=C1)C(N)=O)NC(CC(CCCCC)C1=C(C=C(C=C1)OC)OC)=O (N-(2-t-butyl-5-carbamoylphenyl)-3-(2,4-dimethoxyphenyl)octanamide), 4-N,N-dimethylaminopyridine, N,N'-carbonyldiimidazole, C(CCC(=O)O)(=O)OCC1=CC=CC=C1 (benzyl hydrogen succinate). The solvent is C(C)#N (acetonitrile), C(C)(=O)OCC (ethyl acetate). Conditions: time 15 minute. The product is C(C)(C)(C)C1=C(C=C(C=C1)C(=O)NC(CCC(=O)OCC1=CC=CC=C1)=O)NC(CC(CCCCC)C1=C(C=C(C=C1)OC)OC)=O (N-{2-t-Butyl-5-[3-(benzyloxycarbonyl)propionylaminocarbonyl]phenyl}-3-(2,4-dimethoxyphenyl)octanamide). The yield is 15.0%. RXN SMILES: [C:1]([O:8][CH2:9][C:10]1[CH:15]=[CH:14][CH:13]=[CH:12][CH:11]=1)(=[O:7])[CH2:2][CH2:3][C:4]([OH:6])=O.[C:16]([C:20]1[CH:25]=[CH:24][C:23]([C:26](=[O:28])[NH2:27])=[CH:22][C:21]=1[NH:29][C:30](=[O:48])[CH2:31][CH:32]([C:38]1[CH:43]=[CH:42][C:41]([O:44][CH3:45])=[CH:40][C:39]=1[O:46][CH3:47])[CH2:33][CH2:34][CH2:35][CH2:36][CH3:37])([CH3:19])([CH3:18])[CH3:17]>C(#N)C.C(OCC)(=O)C>[C:16]([C:20]1[CH:25]=[CH:24][C:23]([C:26]([NH:27][C:4](=[O:6])[CH2:3][CH2:2][C:1]([O:8][CH2:9][C:10]2[CH:15]=[CH:14][CH:13]=[CH:12][CH:11]=2)=[O:7])=[O:28])=[CH:22][C:21]=1[NH:29][C:30](=[O:48])[CH2:31][CH:32]([C:38]1[CH:43]=[CH:42][C:41]([O:44][CH3:45])=[CH:40][C:39]=1[O:46][CH3:47])[CH2:33][CH2:34][CH2:35][CH2:36][CH3:37])([CH3:17])([CH3:18])[CH3:19]. Reported procedure: 810 mg (5.0 mmol) of N,N'-carbonyldiimidazole were added to a solution of 1.04 g (5.0 mmol) of benzyl hydrogen succinate in 10 ml of acetonitrile, and the resulting mixture was stirred for 15 minutes, after which 565 mg (1.22 mmol) of N-(2-t-butyl-5-carbamoylphenyl)-3-(2,4-dimethoxyphenyl)octanamide (prepared as described in Example 2) and 610 mg (5.0 mmol) of 4-N,N-dimethylaminopyridine were added. The mixture was then heated under reflux for 4 days, after which the reaction mixture was allowed... Starting materials: CN1CCN2c3ncccc3Cc3ccccc3C2C1, CO. The product is CN1CCN2c3ncccc3Cc3ccccc3C2C1, O. Reaction SMILES: [CH3:1][N:2]1[CH2:3][CH2:4][N:5]2[CH:6]([CH2:7]1)[c:8]1[cH:9][cH:10][cH:11][cH:12][c:13]1[CH2:14][c:15]1[cH:16][cH:17][cH:18][n:19][c:20]12.[CH3:21][OH:22]>>[CH3:1][N:2]1[CH2:3][CH2:4][N:5]2[CH:6]([CH2:7]1)[c:8]1[cH:9][cH:10][cH:11][cH:12][c:13]1[CH2:14][c:15]1[cH:16][cH:17][cH:18][n:19][c:20]12.[OH2:22]. Reactants: O.O.N1(CCNCC1)C1C2=C(CCC3=NC=CC=C31)C=CC=C2 (5-(piperazin- 1-yl)-10,11-dihydro-5H-benzo[4,5]cyclohepta[1,2-b]pyridine dihydrate), N1=CC=CC=C1 (pyridine), C1(=CC=C(C=C1)S(=O)(=O)Cl)C (p-toluenesulfonyl chloride), CS(=O)C1=CC=C(C=C1)/C=C/CO ((E)-3-(4-methylsulfinylphenyl)allyl alcohol). Run in C(C)N(CC)CC (triethylamine), C(Cl)Cl (methylene chloride). Reaction conditions: time 4 hour. Yields the product CS(=O)C1=CC=C(C=C1)/C=C/CN1CCN(CC1)C1C2=C(CCC3=NC=CC=C31)C=CC=C2 (5-[4-{(E)-3-(4-methylsulfinylphenyl)allyl}piperazin-1-yl]-10,11-dihydro-5H-benzo-[4,5]cyclohepta[1,2-b]pyridine). Isolated yield 50.5%. Reaction SMILES: [CH3:1][S:2]([C:4]1[CH:9]=[CH:8][C:7](/[CH:10]=[CH:11]/[CH2:12]O)=[CH:6][CH:5]=1)=[O:3].N1C=CC=CC=1.C1(C)C=CC(S(Cl)(=O)=O)=CC=1.O.O.[N:33]1([CH:39]2[C:49]3[C:44](=[N:45][CH:46]=[CH:47][CH:48]=3)[CH2:43][CH2:42][C:41]3[CH:50]=[CH:51][CH:52]=[CH:53][C:40]2=3)[CH2:38][CH2:37][NH:36][CH2:35][CH2:34]1>C(Cl)Cl.C(N(CC)CC)C>[CH3:1][S:2]([C:4]1[CH:9]=[CH:8][C:7](/[CH:10]=[CH:11]/[CH2:12][N:36]2[CH2:37][CH2:38][N:33]([CH:39]3[C:49]4[C:44](=[N:45][CH:46]=[CH:47][CH:48]=4)[CH2:43][CH2:42][C:41]4[CH:50]=[CH:51][CH:52]=[CH:53][C:40]3=4)[CH2:34][CH2:35]2)=[CH:6][CH:5]=1)=[O:3] |f:3.4.5|. Procedure: 1.96 g of (E)-3-(4-methylsulfinylphenyl)allyl alcohol was dissolved in 40 ml of methylene chloride. To the solution were added 1.34 g of 4-N,N-dimethylamino)pyridine and 2.19 g of p-toluenesulfonyl chloride with ice-cooling. The mixture was stirred for 4 hours at room temperature. To the reaction mixture were added 1.32 g of triethylamine and 3.15 g of 5-(piperazin- 1-yl)-10,11-dihydro-5H-benzo[4,5]cyclohepta[1,2-b]pyridine dihydrate. The mixture was stirred for 5 hours at room temperature. The ...